Dataset: the Open Reaction Database (ORD), a public repository of structured organic reaction records. Task: describe an organic reaction: reactants, conditions, products, and yield Starting materials: COC(C1=CC(=C(C=C1)NC(C)=O)C#CCCOC1OCCCC1)=O (4-acetylamino-3-[4-(tetrahydro-pyran-2-yloxy)-but-1-ynyl]-benzoic acid methyl ester), solution, [F-].C(CCC)[N+](CCCC)(CCCC)CCCC (tetrabutylammonium fluoride). Run in C1CCOC1 (THF), C1CCOC1 (THF). Run at temperature 90 celsius, time 4 hour. The product is COC(=O)C=1C=C2C=C(NC2=CC1)CCOC1OCCCC1 (2-[2-(tetrahydro-pyran-2-yloxy)-ethyl]-1H-indole-5-carboxylic acid methyl ester). Reaction SMILES: [CH3:1][O:2][C:3](=[O:25])[C:4]1[CH:9]=[CH:8][C:7]([NH:10]C(=O)C)=[C:6]([C:14]#[C:15][CH2:16][CH2:17][O:18][CH:19]2[CH2:24][CH2:23][CH2:22][CH2:21][O:20]2)[CH:5]=1.[F-].C([N+](CCCC)(CCCC)CCCC)CCC>C1COCC1>[CH3:1][O:2][C:3]([C:4]1[CH:5]=[C:6]2[C:7](=[CH:8][CH:9]=1)[NH:10][C:15]([CH2:16][CH2:17][O:18][CH:19]1[CH2:24][CH2:23][CH2:22][CH2:21][O:20]1)=[CH:14]2)=[O:25] |f:1.2|. Reported procedure: A solution of crude 4-acetylamino-3-[4-(tetrahydro-pyran-2-yloxy)-but-1-ynyl]-benzoic acid methyl ester (33.4 g, approximately 65 mmol) in anhydrous THF (300 mL) was mixed with a 1.0 M solution of tetrabutylammonium fluoride in THF (110 mL, 110 mmol); the reaction mixture was stirred at 90° C. for 4 hours under nitrogen, and then cooled to room temperature. Solvent was evaporated and the residue was taken in ethyl acetate (300 mL). The organic phase was washed with water (300 mL), brine (200 mL)... Reactants: CCn1cc(C(=O)O)c(=O)c2cc(F)c(Cl)cc21, Cc1c(C2CNCCN2)sc2ccc(Cl)cc12, c1ccncc1. The product is CCn1cc(C(=O)O)c(=O)c2cc(F)c(N3CCNC(c4sc5ccc(Cl)cc5c4C)C3)cc21. As a reaction SMILES: [Cl:18][c:19]1[c:20]([F:35])[cH:21][c:22]2[c:23](=[O:34])[c:24]([C:31](=[O:32])[OH:33])[cH:25][n:26]([CH2:29][CH3:30])[c:27]2[cH:28]1.[Cl:1][c:2]1[cH:3][c:4]2[c:5]([s:6][c:7]([CH:10]3[NH:11][CH2:12][CH2:13][NH:14][CH2:15]3)[c:8]2[CH3:9])[cH:16][cH:17]1.[cH:36]1[cH:37][cH:38][n:39][cH:40][cH:41]1>>[Cl:1][c:2]1[cH:3][c:4]2[c:5]([s:6][c:7]([CH:10]3[NH:11][CH2:12][CH2:13][N:14]([c:19]4[c:20]([F:35])[cH:21][c:22]5[c:23](=[O:34])[c:24]([C:31](=[O:32])[OH:33])[cH:25][n:26]([CH2:29][CH3:30])[c:27]5[cH:28]4)[CH2:15]3)[c:8]2[CH3:9])[cH:16][cH:17]1.